From a dataset of the Open Reaction Database (ORD), a public repository of structured organic reaction records. describe an organic reaction: reactants, conditions, products, and yield Reactants: ClC1=CC=C(CNC(=O)C=2C(=C3C(=NC2)SC(=C3)CN3CCOCC3)O)C=C1 (N-(4-Chlorobenzyl)-4-hydroxy-2-(4-morpholinylmethyl)thieno[2,3-b]pyridine-5-carboxamide), ICCC (1-iodopropane), O (water), C([O-])([O-])=O.[K+].[K+] (potassium carbonate), ICCC (1-iodopropane). Solvent: CN(C)C=O (DMF). Reaction conditions: time 4 hour. Product: ClC1=CC=C(CNC(=O)C=2C(C3=C(N(C2)CCC)SC(=C3)CN3CCOCC3)=O)C=C1 (N-(4-Chlorobenzyl)-2-(4-morpholinylmethyl)-4-oxo-7-propyl-4,7-dihydrothieno[2,3-b]pyridine-5-carboxamide). Isolated yield 73.0%. RXN SMILES: [Cl:1][C:2]1[CH:28]=[CH:27][C:5]([CH2:6][NH:7][C:8]([C:10]2[C:11]([OH:26])=[C:12]3[CH:18]=[C:17]([CH2:19][N:20]4[CH2:25][CH2:24][O:23][CH2:22][CH2:21]4)[S:16][C:13]3=[N:14][CH:15]=2)=[O:9])=[CH:4][CH:3]=1.C(=O)([O-])[O-].[K+].[K+].I[CH2:36][CH2:37][CH3:38].O>CN(C=O)C>[Cl:1][C:2]1[CH:28]=[CH:27][C:5]([CH2:6][NH:7][C:8]([C:10]2[C:11](=[O:26])[C:12]3[CH:18]=[C:17]([CH2:19][N:20]4[CH2:21][CH2:22][O:23][CH2:24][CH2:25]4)[S:16][C:13]=3[N:14]([CH2:36][CH2:37][CH3:38])[CH:15]=2)=[O:9])=[CH:4][CH:3]=1 |f:1.2.3|. Procedure: N-(4-Chlorobenzyl)-4-hydroxy-2-(4-morpholinylmethyl)thieno[2,3-b]pyridine-5-carboxamide (418 mg) from Example No. 41 and potassium carbonate (152 mg) are suspended in DMF (10 mL) and to the mixture is added 1-iodopropane (107 μL). The reaction mixture is allowed to stir at room temperature for 4 h. Additional 1-iodopropane (107 μL) is added and the mixture is heated to 60° C. for 2 h. The mixture is allowed to cool to room temperature and stand for 18 h. The resulting suspension is poured into w...